From a dataset of the Open Reaction Database (ORD), a public repository of structured organic reaction records. describe an organic reaction: reactants, conditions, products, and yield Reactants: [Cl-].[Na+] (Sodium chloride), O (water), O=C1C(C(C(N1)C(=O)OC)C1=C(C=C(C=C1OC)OC)OC)C(=O)OC ((+)-Dimethyl 5-oxo-3-(2,4,6-trimethoxyphenyl)pyrrolidine-2,4-dicarboxylate). The solvent is CN1C(CCC1)=O (N-methylpyrrolidone). Run at temperature 170 celsius. Yields the product O=C1CC(C(N1)C(=O)OC)C1=C(C=C(C=C1OC)OC)OC ((+)-Methyl 5-oxo-3-(2,4,6-trimethoxyphenyl)pyrrolidine-2-carboxylate). As a reaction SMILES: [O:1]=[C:2]1[NH:6][CH:5]([C:7]([O:9][CH3:10])=[O:8])[CH:4]([C:11]2[C:16]([O:17][CH3:18])=[CH:15][C:14]([O:19][CH3:20])=[CH:13][C:12]=2[O:21][CH3:22])[CH:3]1C(OC)=O.[Cl-].[Na+].O>CN1CCCC1=O>[O:1]=[C:2]1[NH:6][CH:5]([C:7]([O:9][CH3:10])=[O:8])[CH:4]([C:11]2[C:12]([O:21][CH3:22])=[CH:13][C:14]([O:19][CH3:20])=[CH:15][C:16]=2[O:17][CH3:18])[CH2:3]1 |f:1.2|. Reported procedure: (+)-Dimethyl 5-oxo-3-(2,4,6-trimethoxyphenyl)pyrrolidine-2,4-dicarboxylate (4.0 g, 0.0109 mol) was dissolved in N-methylpyrrolidone (15 mL). Sodium chloride (0.631 g, 0.0109 mol) and water (0.196 mL, 0.0109 mol) were added and the reaction mixture was heated to 170° C. for 5 hours. The reaction mixture was poured on ice (50 g) and the solid was filtered and dried.